Dataset: the Open Reaction Database (ORD), a public repository of structured organic reaction records. Task: describe an organic reaction: reactants, conditions, products, and yield Reactants: C(C)(C)(C)OC(=O)NC(=NC(=O)OC(C)(C)C)N1CC2=CC(=CC=C2CC1)OCC1CCNCC1 (N,N′-di-tert-butoxycarbonyl-7-(piperidin-4-ylmethoxy)-1,2,3,4-tetrahydroisoquinoline-2-carboxamidine), O (water), [OH-].[Na+] (sodium hydroxide), Cl.N1=CC=C(C=C1)CCl (4-picolyl chloride hydrochloride). The solvent is O1CCCC1 (tetrahydrofuran), CN(C=O)C (dimethylformamide). Run at temperature 50 celsius, time 5 hour. Product: C(C)(C)(C)OC(=O)NC(=NC(=O)OC(C)(C)C)N1CC2=CC(=CC=C2CC1)OCC1CCN(CC1)CC1=CC=NC=C1 (N,N′-Di-tert-Butoxycarbonyl-7-[1-(pyridin-4-ylmethyl)piperidin-4-ylmethoxy]-1,2,3,4-tetrahydroisoquinoline-2-carboxamidine). Isolated yield 78.4%. As a reaction SMILES: [C:1]([O:5][C:6]([NH:8][C:9]([N:18]1[CH2:27][CH2:26][C:25]2[C:20](=[CH:21][C:22]([O:28][CH2:29][CH:30]3[CH2:35][CH2:34][NH:33][CH2:32][CH2:31]3)=[CH:23][CH:24]=2)[CH2:19]1)=[N:10][C:11]([O:13][C:14]([CH3:17])([CH3:16])[CH3:15])=[O:12])=[O:7])([CH3:4])([CH3:3])[CH3:2].[OH-].[Na+].Cl.[N:39]1[CH:44]=[CH:43][C:42]([CH2:45]Cl)=[CH:41][CH:40]=1.O>O1CCCC1.CN(C)C=O>[C:14]([O:13][C:11]([NH:10][C:9]([N:18]1[CH2:27][CH2:26][C:25]2[C:20](=[CH:21][C:22]([O:28][CH2:29][CH:30]3[CH2:35][CH2:34][N:33]([CH2:45][C:42]4[CH:43]=[CH:44][N:39]=[CH:40][CH:41]=4)[CH2:32][CH2:31]3)=[CH:23][CH:24]=2)[CH2:19]1)=[N:8][C:6]([O:5][C:1]([CH3:2])([CH3:3])[CH3:4])=[O:7])=[O:12])([CH3:17])([CH3:16])[CH3:15] |f:1.2,3.4|. Reported procedure: To a solution of N,N′-di-tert-butoxycarbonyl-7-(piperidin-4-ylmethoxy)-1,2,3,4-tetrahydroisoquinoline-2-carboxamidine (100 mg) in a mixture of tetrahydrofuran (1 ml) and dimethylformamide (1 ml) were added 9.1N sodium hydroxide (0.068 ml) and 4-picolyl chloride hydrochloride (51 mg), and the mixture was stirred at 50° C. for 5 hours. After completion of the reaction, water was added and the mixture was extracted with ethyl acetate and was washed successively with water and saturated brine. The o... Reactants: C(=O)C1=C(C=CC=C1)B(O)O (2-formylbenzeneboronic acid), CC1=NOC(=C1)NS(=O)(=O)C=1SC(=CC1)Br (N-(3-methyl-5-isoxazolyl)-5-bromothiophene-2-sulfonamide). The product is CC1=NOC(=C1)NS(=O)(=O)C=1SC(=CC1)C1=C(C=CC=C1)C=O (N-(3-methyl-5-isoxazolyl)-5-(2-formylphenyl)thiophene-2-sulfonamide). The yield is 10.6%. As a reaction SMILES: [CH:1]([C:3]1[CH:8]=[CH:7][CH:6]=[CH:5][C:4]=1B(O)O)=[O:2].[CH3:12][C:13]1[CH:17]=[C:16]([NH:18][S:19]([C:22]2[S:23][C:24](Br)=[CH:25][CH:26]=2)(=[O:21])=[O:20])[O:15][N:14]=1>>[CH3:12][C:13]1[CH:17]=[C:16]([NH:18][S:19]([C:22]2[S:23][C:24]([C:4]3[CH:5]=[CH:6][CH:7]=[CH:8][C:3]=3[CH:1]=[O:2])=[CH:25][CH:26]=2)(=[O:21])=[O:20])[O:15][N:14]=1. Procedure: N-(3-methyl-5-isoxazolyl)-5-(2-formylphenyl)thiophene-2-sulfonamide was prepared in the same manner as described in Example 32C from 2-formylbenzeneboronic acid (281 mg, 1.87 mmol) and N-(3-methyl-5-isoxazolyl)-5-bromothiophene-2-sulfonamide (550 mg, 1.7 mmol). Purification by column chromatography using 15% MeOH/CHCl3 gave 63 mg (28%) of the pure sulfonamide as a brown oil. The reactants are CS(=O)c1nccc(-c2n[nH]c3nc(NC4CCC(NC(=O)OC(C)(C)C)CC4)ncc23)n1, CC(C)(C)OC(=O)NCCC(N)c1cccc(Cl)c1. The product is CC(C)(C)OC(=O)NCCC(Nc1nccc(-c2n[nH]c3nc(NC4CCC(NC(=O)OC(C)(C)C)CC4)ncc23)n1)c1cccc(Cl)c1. Reaction SMILES: [C:1]([CH3:2])([CH3:3])([CH3:4])[O:5][C:6]([NH:7][CH:8]1[CH2:9][CH2:10][CH:11]([NH:14][c:15]2[n:16][cH:17][c:18]3[c:19]([n:20]2)[nH:21][n:22][c:23]3-[c:24]2[n:25][c:26]([S:30]([CH3:31])=[O:32])[n:27][cH:28][cH:29]2)[CH2:12][CH2:13]1)=[O:33].[C:34]([CH3:35])([CH3:36])([CH3:37])[O:38][C:39]([NH:40][CH2:41][CH2:42][CH:43]([c:44]1[cH:45][c:46]([Cl:50])[cH:47][cH:48][cH:49]1)[NH2:51])=[O:52]>>[C:1]([CH3:2])([CH3:3])([CH3:4])[O:5][C:6]([NH:7][CH:8]1[CH2:9][CH2:10][CH:11]([NH:14][c:15]2[n:16][cH:17][c:18]3[c:19]([n:20]2)[nH:21][n:22][c:23]3-[c:24]2[n:25][c:26]([NH:51][CH:43]([CH2:42][CH2:41][NH:40][C:39]([O:38][C:34]([CH3:35])([CH3:36])[CH3:37])=[O:52])[c:44]3[cH:45][c:46]([Cl:50])[cH:47][cH:48][cH:49]3)[n:27][cH:28][cH:29]2)[CH2:12][CH2:13]1)=[O:33]. Starting materials: S1C2=C(C=C1)C(=CC=C2)N2CCN(CC2)CC(CCOC2=CC=C1CCC(NC1=C2)=O)C (7-[4-(4-benzo[b]thiophen-4-yl-piperazin-1-yl)-3-methylbutoxy]-3,4-dihydro-1H-quinolin-2-one), CC(COS(=O)(=O)C)CCOC1=CC=C2CCC(NC2=C1)=O (methanesulfonic acid 2-methyl-4-(2-oxo-1,2,3,4-tetrahydroquinolin-7-yloxy)butyl ester), CO.Cl (hydrochloric acid methanol). Run in CO (methanol). The product is Cl.S1C2=C(C=C1)C(=CC=C2)N2CCN(CC2)CC(CCOC2=CC=C1CCC(NC1=C2)=O)C (7-[4-(4-benzo[b]thiophen-4-yl-piperazin-1-yl)-3-methylbutoxy]-3,4-dihydro-1H-quinolin-2-one hydrochloride). Reaction SMILES: [S:1]1[CH:5]=[CH:4][C:3]2[C:6]([N:10]3[CH2:15][CH2:14][N:13]([CH2:16][CH:17]([CH3:32])[CH2:18][CH2:19][O:20][C:21]4[CH:30]=[C:29]5[C:24]([CH2:25][CH2:26][C:27](=[O:31])[NH:28]5)=[CH:23][CH:22]=4)[CH2:12][CH2:11]3)=[CH:7][CH:8]=[CH:9][C:2]1=2.CC(CCOC1C=C2C(CCC(=O)N2)=CC=1)COS(C)(=O)=O.CO.[ClH:57]>CO>[ClH:57].[S:1]1[CH:5]=[CH:4][C:3]2[C:6]([N:10]3[CH2:11][CH2:12][N:13]([CH2:16][CH:17]([CH3:32])[CH2:18][CH2:19][O:20][C:21]4[CH:30]=[C:29]5[C:24]([CH2:25][CH2:26][C:27](=[O:31])[NH:28]5)=[CH:23][CH:22]=4)[CH2:14][CH2:15]3)=[CH:7][CH:8]=[CH:9][C:2]1=2 |f:2.3,5.6|. Procedure details: By a similar method as in Example 1, 7-[4-(4-benzo[b]thiophen-4-yl-piperazin-1-yl)-3-methylbutoxy]-3,4-dihydro-1H-quinolin-2-one was prepared from methanesulfonic acid 2-methyl-4-(2-oxo-1,2,3,4-tetrahydroquinolin-7-yloxy)butyl ester, and after it was made into a methanol solution, 0.5N hydrochloric acid methanol solution was added thereto, precipitated crystals were separated by filtration, recrystallized from isopropyl alcohol and thereby 7-[4-(4-benzo[b]thiophen-4-yl-piperazin-1-yl)-3-methylbu... The reactants are OC1=C(C(=O)C2=C(C=C(C=C2)O)O)C=CC(=C1)O (2,2′,4,4′-tetrahydroxybenzophenone), C(C)(=O)[O-].[Na+] (sodium acetate), C(C(=O)O)(=O)O.C(CC)NN (propylhydrazine oxalate). Yields the product OC1=CC=C2C(=NN(C2=C1)CCC)C1=C(C=C(C=C1)O)O (4-(6-hydroxy-1-propyl-1H-indazol-3-yl)benzene-1,3-diol). Isolated yield 52.8%. Reaction SMILES: O[C:2]1[CH:17]=[C:16]([OH:18])[CH:15]=[CH:14][C:3]=1[C:4]([C:6]1[CH:11]=[CH:10][C:9]([OH:12])=[CH:8][C:7]=1[OH:13])=O.C([O-])(=O)C.[Na+].C(O)(=O)C(O)=O.[CH2:30]([NH:33][NH2:34])[CH2:31][CH3:32]>>[OH:18][C:16]1[CH:17]=[C:2]2[C:3]([C:4]([C:6]3[CH:11]=[CH:10][C:9]([OH:12])=[CH:8][C:7]=3[OH:13])=[N:34][N:33]2[CH2:30][CH2:31][CH3:32])=[CH:14][CH:15]=1 |f:1.2,3.4|. Procedure details: Prepared according to Method B from 2,2′,4,4′-tetrahydroxybenzophenone (0.123 g, 0.5 mmol), sodium acetate (0.164 g, 2 mmol) and propylhydrazine oxalate (0.164 g, 1.0 mmol) to give 0.075 g of product as a pink solid. The reactants are C(C)OC(=O)N1CCC2=NC=3C=CC=CC3C(=C2CC1)Cl (11-chloro-1,2,4,5-tetrahydro-3-azepino[4,5-b]quinoline-carboxylic acid ethyl ester), C1(=CC=CC=C1)O (phenol). Run in C(C)(=O)OCC (ethyl acetate). Run at time 40 hour. The product is C(C)OC(=O)N1CCC2=NC=3C=CC=CC3C(=C2CC1)OC1=CC=CC=C1 (11-Phenoxy-1,2,4,5-tetrahydro-3-azepino[4,5-b]quinoline-carboxylic acid ethyl ester). RXN SMILES: [CH2:1]([O:3][C:4]([N:6]1[CH2:20][CH2:19][C:18]2[C:9](=[N:10][C:11]3[CH:12]=[CH:13][CH:14]=[CH:15][C:16]=3[C:17]=2Cl)[CH2:8][CH2:7]1)=[O:5])[CH3:2].[C:22]1([OH:28])[CH:27]=[CH:26][CH:25]=[CH:24][CH:23]=1>C(OCC)(=O)C>[CH2:1]([O:3][C:4]([N:6]1[CH2:20][CH2:19][C:18]2[C:9](=[N:10][C:11]3[CH:12]=[CH:13][CH:14]=[CH:15][C:16]=3[C:17]=2[O:28][C:22]2[CH:27]=[CH:26][CH:25]=[CH:24][CH:23]=2)[CH2:8][CH2:7]1)=[O:5])[CH3:2]. Reported procedure: A mixture of 15.0 gm (49.4 millimols) of 11-chloro-1,2,4,5-tetrahydro-3-azepino[4,5-b]quinoline-carboxylic acid ethyl ester and 28.2 gm (300 millimols) of phenol was melted at 150° C and held at that temperature for 40 hours. Then, the mixture was taken up in ethyl acetate, and the solution was extracted with dilute sodium hydroxide. The ethyl acetate phases were evaporated and chromatographed on a silicagel column with toluene/acetone (8:1) as the eluant. Subsequently, the crystals were tritura... The reactants are Cl.ClC1=CC=C2C(=C(C=NC2=C1C)C(=O)N)NC1=CC=CC2=C1CCO2 (7-Chloro-4-(2,3-dihydro-1-benzofuran-4-ylamino)-8-methyl-3-quinolinecarboxamide hydrochloride), C[S-].[Na+] (sodium methanethiolate), C([O-])([O-])=O.[K+].[K+] (potassium carbonate), O (water). The reagents and catalysts are [Cu]I (copper (I) iodide). Solvent: CN(C=O)C (N,N-dimethylformamide). Conditions: time 15 minute. The product is O1CCC2=C1C=CC=C2NC2=C(C=NC1=C(C(=CC=C21)SC)C)C(=O)N (4-(2,3-Dihydro-1-benzofuran-4-ylamino)-8-methyl-7-(methylthio)-3-quinolinecarboxamide). Isolated yield 34.8%. Reaction SMILES: Cl.Cl[C:3]1[C:12]([CH3:13])=[C:11]2[C:6]([C:7]([NH:17][C:18]3[C:23]4[CH2:24][CH2:25][O:26][C:22]=4[CH:21]=[CH:20][CH:19]=3)=[C:8]([C:14]([NH2:16])=[O:15])[CH:9]=[N:10]2)=[CH:5][CH:4]=1.[CH3:27][S-:28].[Na+].C(=O)([O-])[O-].[K+].[K+].O>CN(C)C=O.[Cu]I>[O:26]1[C:22]2[CH:21]=[CH:20][CH:19]=[C:18]([NH:17][C:7]3[C:6]4[C:11](=[C:12]([CH3:13])[C:3]([S:28][CH3:27])=[CH:4][CH:5]=4)[N:10]=[CH:9][C:8]=3[C:14]([NH2:16])=[O:15])[C:23]=2[CH2:24][CH2:25]1 |f:0.1,2.3,4.5.6|. Procedure details: A stirred mixture of Intermediate 104 (0.50 g), sodium methanethiolate (0.35 g), potassium carbonate (0.43 g) and copper (I) iodide (0.025 g) in dry N,N-dimethylformamide (3 ml) was heated at 100° under nitrogen for 18 h. The mixture was cooled, poured into water (50 ml) and stirred for 15 min. The solid material was filtered off, dried in vacuo at 80° for 2 h, and boiled in ethanol:water 15:1 (50 ml) for 30 min. The insoluble material was filtered off, and the filtrate evaporated to dryness to ... Starting materials: N#Cc1cc(Br)ccc1I, O=C([O-])[O-], Cn1nccc1B(O)O, Cl, [Cs+], [Cs+], C1COCCO1, O, O. Yields the product Cn1nccc1-c1ccc(Br)cc1C#N. Reaction SMILES: [Br:1][c:2]1[cH:3][cH:4][c:5]([I:10])[c:6]([C:7]#[N:8])[cH:9]1.[C:20](=[O:21])([O-:22])[O-:23].[CH3:11][n:12]1[n:13][cH:14][cH:15][c:16]1[B:17]([OH:18])[OH:19].[ClH:26].[Cs+:24].[Cs+:25].[O:29]1[CH2:30][CH2:31][O:32][CH2:33][CH2:34]1.[OH2:27].[OH2:28]>>[Br:1][c:2]1[cH:3][cH:4][c:5](-[c:16]2[n:12]([CH3:11])[n:13][cH:14][cH:15]2)[c:6]([C:7]#[N:8])[cH:9]1. The reactants are C1CCOC1, COc1cc([N+](=O)[O-])ccc1OCCO, CC(=O)Cl, c1ccncc1. Product: COc1cc([N+](=O)[O-])ccc1OCCOC(C)=O. Reaction SMILES: [CH2:26]1[O:27][CH2:28][CH2:29][CH2:30]1.[CH3:1][O:2][c:3]1[c:4]([O:5][CH2:6][CH2:7][OH:8])[cH:9][cH:10][c:11]([N+:13](=[O:14])[O-:15])[cH:12]1.[CH3:22][C:23]([Cl:24])=[O:25].[cH:16]1[cH:17][cH:18][n:19][cH:20][cH:21]1>>[CH3:1][O:2][c:3]1[c:4]([O:5][CH2:6][CH2:7][O:8][C:23]([CH3:22])=[O:25])[cH:9][cH:10][c:11]([N+:13](=[O:14])[O-:15])[cH:12]1. The reactants are CC(C(CCCCC)C)C=1C=C(C=2C(C=3CCC(CC3OC2C1)C)C)O (3-(1,2-dimethylheptyl)-5,6,7,8-tetrahydro-1-hydroxy-6,9-dimethylxanthene), CC=1C=CC(=CC1)C(C)C (p-cymene), CC=1C=CC(=CC1)C(C)C (p-cymene). Reagents/catalysts: [Pd] (palladium-on-carbon). Solvent: C(Cl)(Cl)Cl (chloroform). Yields the product CC(C(CCCCC)C)C=1C=C(C=2C(C3=CC=C(C=C3OC2C1)C)C)O (3-(1,2-Dimethylheptyl)-1-hydroxy-6,9-dimethylxanthene). As a reaction SMILES: [CH3:1][CH:2]([C:10]1[CH:11]=[C:12]([OH:26])[C:13]2[CH:14]([CH3:25])[C:15]3[CH2:16][CH2:17][CH:18]([CH3:24])[CH2:19][C:20]=3[O:21][C:22]=2[CH:23]=1)[CH:3]([CH3:9])[CH2:4][CH2:5][CH2:6][CH2:7][CH3:8].CC1C=CC(C(C)C)=CC=1>[Pd].C(Cl)(Cl)Cl>[CH3:1][CH:2]([C:10]1[CH:11]=[C:12]([OH:26])[C:13]2[CH:14]([CH3:25])[C:15]3[C:20]([O:21][C:22]=2[CH:23]=1)=[CH:19][C:18]([CH3:24])=[CH:17][CH:16]=3)[CH:3]([CH3:9])[CH2:4][CH2:5][CH2:6][CH2:7][CH3:8]. Reported procedure: A solution of 1.7 g. of 3-(1,2-dimethylheptyl)-5,6,7,8-tetrahydro-1-hydroxy-6,9-dimethylxanthene in 70 ml. of p-cymene is added dropwise over one hour to a stirred suspension of 0.56 g. of 10% palladium-on-carbon in 70 ml. of refluxing p-cymene under a nitrogen atmosphere. The reaction mixture is refluxed for four hours, cooled and chloroform is added. The mixture is filtered and the filtrate is concentrated in vacuo to give a residue which is chromatographed on silica gel with 1:1 chloroform-cy...